From a dataset of the Open Reaction Database (ORD), a public repository of structured organic reaction records. describe an organic reaction: reactants, conditions, products, and yield Reactants: CCCCCC, C[Si](C)(Cl)C1C=C(c2ccccc2)c2cc3c(cc21)CCC3, NC1CCCCC1. The product is C[Si](C)(NC1CCCCC1)C1C=C(c2ccccc2)c2cc3c(cc21)CCC3. RXN SMILES: [CH3:30][CH2:31][CH2:32][CH2:33][CH2:34][CH3:35].[Cl:1][Si:2]([CH:3]1[CH:4]=[C:5]([c:15]2[cH:16][cH:17][cH:18][cH:19][cH:20]2)[c:6]2[cH:7][c:8]3[c:12]([cH:13][c:14]21)[CH2:11][CH2:10][CH2:9]3)([CH3:21])[CH3:22].[NH2:23][CH:24]1[CH2:25][CH2:26][CH2:27][CH2:28][CH2:29]1>>[Si:2]([CH:3]1[CH:4]=[C:5]([c:15]2[cH:16][cH:17][cH:18][cH:19][cH:20]2)[c:6]2[cH:7][c:8]3[c:12]([cH:13][c:14]21)[CH2:11][CH2:10][CH2:9]3)([CH3:21])([CH3:22])[NH:23][CH:24]1[CH2:25][CH2:26][CH2:27][CH2:28][CH2:29]1. The reactants are C1CCOC1, COc1ccc(S(=O)(=O)Cl)cc1, CCN(C(C)C)C(C)C, NN, O=C1c2ccccc2C(=O)N1OC1CCOCC1. The product is COc1ccc(S(=O)(=O)NOC2CCOCC2)cc1. As a reaction SMILES: [CH2:42]1[O:43][CH2:44][CH2:45][CH2:46]1.[CH3:21][O:22][c:23]1[cH:24][cH:25][c:26]([S:29](=[O:30])(=[O:31])[Cl:32])[cH:27][cH:28]1.[CH:33]([N:34]([CH:35]([CH3:36])[CH3:37])[CH2:38][CH3:39])([CH3:40])[CH3:41].[NH2:19][NH2:20].[O:1]1[CH2:2][CH2:3][CH:4]([O:7][N:8]2[C:9](=[O:10])[c:11]3[c:12]([cH:13][cH:14][cH:15][cH:16]3)[C:17]2=[O:18])[CH2:5][CH2:6]1>>[O:1]1[CH2:2][CH2:3][CH:4]([O:7][NH:8][S:29]([c:26]2[cH:25][cH:24][c:23]([O:22][CH3:21])[cH:28][cH:27]2)(=[O:30])=[O:31])[CH2:5][CH2:6]1. Starting materials: ClC1=NC=C(C(=N1)NC=1C=NC(=CC1)OC)I (2-chloro-5-iodo-N-(6-methoxypyridin-3-yl)pyrimidin-4-amine), CC1=NC(=NC(=N1)SC)[Sn](CCCC)(CCCC)CCCC (2-methyl-4-(methylthio)-6-(tributylstannyl)-1,3,5-triazine), [F-].[Cs+] (cesium fluoride), O1CCOCC1 (dioxane). Reagents/catalysts: [Cu]I (copper(I) iodide), C=1C=CC(=CC1)[P](C=2C=CC=CC2)(C=3C=CC=CC3)[Pd]([P](C=4C=CC=CC4)(C=5C=CC=CC5)C=6C=CC=CC6)([P](C=7C=CC=CC7)(C=8C=CC=CC8)C=9C=CC=CC9)[P](C=1C=CC=CC1)(C=1C=CC=CC1)C=1C=CC=CC1 (tetrakis(triphenylphosphine)palladium(0)). Solvent: O (water). Conditions: temperature 140 celsius. The product is ClC1=NC=C(C(=N1)NC=1C=NC(=CC1)OC)C1=NC(=NC(=N1)C)SC (2-chloro-N-(6-methoxypyridin-3-yl)-5-(4-methyl-6-(methylthio)-1,3,5-triazin-2-yl)pyrimidin-4-amine). Yield: 46.3%. Reaction SMILES: [Cl:1][C:2]1[N:7]=[C:6]([NH:8][C:9]2[CH:10]=[N:11][C:12]([O:15][CH3:16])=[CH:13][CH:14]=2)[C:5](I)=[CH:4][N:3]=1.[CH3:18][C:19]1[N:24]=[C:23]([S:25][CH3:26])[N:22]=[C:21]([Sn](CCCC)(CCCC)CCCC)[N:20]=1.[F-].[Cs+].O1CCOCC1>O.[Cu]I.C1C=CC([P]([Pd]([P](C2C=CC=CC=2)(C2C=CC=CC=2)C2C=CC=CC=2)([P](C2C=CC=CC=2)(C2C=CC=CC=2)C2C=CC=CC=2)[P](C2C=CC=CC=2)(C2C=CC=CC=2)C2C=CC=CC=2)(C2C=CC=CC=2)C2C=CC=CC=2)=CC=1>[Cl:1][C:2]1[N:7]=[C:6]([NH:8][C:9]2[CH:10]=[N:11][C:12]([O:15][CH3:16])=[CH:13][CH:14]=2)[C:5]([C:21]2[N:20]=[C:19]([CH3:18])[N:24]=[C:23]([S:25][CH3:26])[N:22]=2)=[CH:4][N:3]=1 |f:2.3,^1:54,56,75,94|. Procedure: A glass microwave reaction vessel was charged with 2-chloro-5-iodo-N-(6-methoxypyridin-3-yl)pyrimidin-4-amine (181 mg, 0.499 mmol), 2-methyl-4-(methylthio)-6-(tributylstannyl)-1,3,5-triazine (215 mg, 0.499 mmol), copper(I) iodide (19 mg, 0.100 mmol), cesium fluoride (250 mg, 0.998 mmol), tetrakis(triphenylphosphine)palladium(0) (57.7 mg, 0.050 mmol) and dioxane (3 mL). The reaction mixture was stirred and heated in a Emrys Optimizer microwave reactor (Personal Chemistry, Biotage AB, Inc., Upssal... The reactants are CO (methanol), Cl (hydrochloric acid), C(C1=CC=CC=C1)OC=1C=CC=2C=3C=CC(=C(C[C@@H](C(N[C@H](C(N[C@@H](CC1C2)C(=O)OCC2=CC=CC=C2)=O)C[C@H](CNC(=O)OCC2=CC=CC=C2)O[Si](C)(C)C(C)(C)C)=O)NC(=O)OCC2=CC=CC=C2)C3)OCC3=CC=CC=C3 (Benzyl(8S,11S,14S)-5,17-bis(benzyloxy)-14-{[(benzyloxy)carbonyl]amino}-11-((2R)-3-{[(benzyloxy)carbonyl]amino}-2-{[tert-butyl(dimethyl)silyl]oxy}propyl)-10,13-dioxo-9, 12-diazatricyclo[14.3.1.12,6]henicosa-1(20),2(21),3,5,16,18-hexaene-8-carboxylate), [OH-].[Li+] (lithium hydroxide). The solvent is O (water), C1CCOC1 (THF), O (water). Reaction conditions: time 12 hour. The product is C(C1=CC=CC=C1)OC=1C=CC=2C=3C=CC(=C(C[C@@H](C(N[C@H](C(N[C@@H](CC1C2)C(=O)O)=O)C[C@H](CNC(=O)OCC2=CC=CC=C2)O[Si](C)(C)C(C)(C)C)=O)NC(=O)OCC2=CC=CC=C2)C3)OCC3=CC=CC=C3 ((8S,11S,14S)-5,17-Bis(benzyloxy)-14-{[(benzyloxy)carbonyl]amino}-11-((2R)-3-{[(benzyloxy)carbonyl]amino}-2-{[tert-butyl(dimethyl)silyl]oxy}propyl)-10,13-dioxo-9,12-diazatricyclo[14.3.1.12,6]henicosa-1(20),2(21),3,5,16,18-hexaene-8-carboxylic acid). RXN SMILES: [CH2:1]([O:8][C:9]1[CH:10]=[CH:11][C:12]2[C:13]3[CH:14]=[CH:15][C:16]([O:75][CH2:76][C:77]4[CH:82]=[CH:81][CH:80]=[CH:79][CH:78]=4)=[C:17]([CH:74]=3)[CH2:18][C@H:19]([NH:63][C:64]([O:66][CH2:67][C:68]3[CH:73]=[CH:72][CH:71]=[CH:70][CH:69]=3)=[O:65])[C:20](=[O:62])[NH:21][C@@H:22]([CH2:40][C@@H:41]([O:54][Si:55]([C:58]([CH3:61])([CH3:60])[CH3:59])([CH3:57])[CH3:56])[CH2:42][NH:43][C:44]([O:46][CH2:47][C:48]3[CH:53]=[CH:52][CH:51]=[CH:50][CH:49]=3)=[O:45])[C:23](=[O:39])[NH:24][C@H:25]([C:29]([O:31]CC3C=CC=CC=3)=[O:30])[CH2:26][C:27]=1[CH:28]=2)[C:2]1[CH:7]=[CH:6][CH:5]=[CH:4][CH:3]=1.CO.[OH-].[Li+].Cl>C1COCC1.O>[CH2:1]([O:8][C:9]1[CH:10]=[CH:11][C:12]2[C:13]3[CH:14]=[CH:15][C:16]([O:75][CH2:76][C:77]4[CH:78]=[CH:79][CH:80]=[CH:81][CH:82]=4)=[C:17]([CH:74]=3)[CH2:18][C@H:19]([NH:63][C:64]([O:66][CH2:67][C:68]3[CH:73]=[CH:72][CH:71]=[CH:70][CH:69]=3)=[O:65])[C:20](=[O:62])[NH:21][C@@H:22]([CH2:40][C@@H:41]([O:54][Si:55]([C:58]([CH3:61])([CH3:60])[CH3:59])([CH3:57])[CH3:56])[CH2:42][NH:43][C:44]([O:46][CH2:47][C:48]3[CH:53]=[CH:52][CH:51]=[CH:50][CH:49]=3)=[O:45])[C:23](=[O:39])[NH:24][C@H:25]([C:29]([OH:31])=[O:30])[CH2:26][C:27]=1[CH:28]=2)[C:2]1[CH:7]=[CH:6][CH:5]=[CH:4][CH:3]=1 |f:2.3|. Procedure details: 210 mg (0.19 mmol) of the compound from Example 66A are dissolved in 2 ml of THF, and 1 ml each of water and methanol are added. After the addition of 13 mg (0.56 mmol) of lithium hydroxide the mixture is stirred at RT for 12 h. The reaction solution is then diluted with 30 ml of water and adjusted to pH=3 by adding 1N hydrochloric acid. The precipitate is collected by filtration and dried under high vacuum. The reactants are N#CC1(NC(=O)C2CC(S(=O)(=O)c3ccccc3Cl)CN2)CC1, Cl, O=C(O)c1ccc(F)cc1. The product is N#CC1(NC(=O)C2CC(S(=O)(=O)c3ccccc3Cl)CN2C(=O)c2ccc(F)cc2)CC1. Reaction SMILES: [C:2](#[N:3])[C:4]1([NH:7][C:8](=[O:9])[CH:10]2[NH:11][CH2:12][CH:13]([S:15](=[O:16])(=[O:17])[c:18]3[c:19]([Cl:24])[cH:20][cH:21][cH:22][cH:23]3)[CH2:14]2)[CH2:5][CH2:6]1.[ClH:1].[F:25][c:26]1[cH:27][cH:28][c:29]([C:30](=[O:31])[OH:32])[cH:33][cH:34]1>>[C:2](#[N:3])[C:4]1([NH:7][C:8](=[O:9])[CH:10]2[N:11]([C:30]([c:29]3[cH:28][cH:27][c:26]([F:25])[cH:34][cH:33]3)=[O:31])[CH2:12][CH:13]([S:15](=[O:16])(=[O:17])[c:18]3[c:19]([Cl:24])[cH:20][cH:21][cH:22][cH:23]3)[CH2:14]2)[CH2:5][CH2:6]1. Reactants: C(CC)[Mg]Br (n-propyl magnesium bromide), ClC=1C=C(C=C(C1)Cl)C1=NC(=NC(=C1C(=O)NCCCC1=CC=CC=C1)C)S(=O)(=O)C (4-(3,5-dichlorophenyl)-6-methyl-2-(methylsulfonyl)-N-(3-phenylpropyl)-5-pyrimidinecarboxamide), Cl (hydrochloric acid). Solvent: C(C)(=O)OCC (ethyl acetate), C1CCOC1 (THF). Conditions: time 1 hour. Yields the product ClC=1C=C(C=C(C1)Cl)C1=NC(=NC(=C1C(=O)NCCCC1=CC=CC=C1)C)CCC (4-(3,5-dichlorophenyl)-6-methyl-N-(3-phenylpropyl)-2-(n-propyl)-5-pyrimidinecarboxamide). RXN SMILES: [Cl:1][C:2]1[CH:3]=[C:4]([C:9]2[C:14]([C:15]([NH:17][CH2:18][CH2:19][CH2:20][C:21]3[CH:26]=[CH:25][CH:24]=[CH:23][CH:22]=3)=[O:16])=[C:13]([CH3:27])[N:12]=[C:11](S(C)(=O)=O)[N:10]=2)[CH:5]=[C:6]([Cl:8])[CH:7]=1.[CH2:32]([Mg]Br)[CH2:33][CH3:34].Cl>C1COCC1.C(OCC)(=O)C>[Cl:1][C:2]1[CH:3]=[C:4]([C:9]2[C:14]([C:15]([NH:17][CH2:18][CH2:19][CH2:20][C:21]3[CH:26]=[CH:25][CH:24]=[CH:23][CH:22]=3)=[O:16])=[C:13]([CH3:27])[N:12]=[C:11]([CH2:32][CH2:33][CH3:34])[N:10]=2)[CH:5]=[C:6]([Cl:8])[CH:7]=1. Reported procedure: 100 mg (0.209 mmol) of 4-(3,5-dichlorophenyl)-6-methyl-2-(methylsulfonyl)-N-(3-phenylpropyl)-5-pyrimidinecarboxamide was dissolved in 3 ml of THF. 0.349 ml (0.90 mol/l, THF solution) of n-propyl magnesium bromide was added at 0° C. and stirred at the same temperature for 1 hour. 10% hydrochloric acid was added at the same temperature and stirred for 10 minutes. After the reaction mixture was diluted with ethyl acetate, the organic layer was washed with saturated aqueous sodium chloride solution ... The reactants are C(CCC)C1OC2=C(C1O)C=C(C=C2)[N+](=O)[O-] (2-(n-butyl)-5-nitro-2,3-dihydrobenzofuran-3-ol), C(C)O (ethanol), S(O)(O)(=O)=O (sulphuric acid). Solvent: O (water). Product: C(CCC)C=1OC2=C(C1)C=C(C=C2)[N+](=O)[O-] (2-(n-butyl)-5-nitrobenzofuran). RXN SMILES: [CH2:1]([CH:5]1[CH:9](O)[C:8]2[CH:11]=[C:12]([N+:15]([O-:17])=[O:16])[CH:13]=[CH:14][C:7]=2[O:6]1)[CH2:2][CH2:3][CH3:4].C(O)C.S(=O)(=O)(O)O>O>[CH2:1]([C:5]1[O:6][C:7]2[CH:14]=[CH:13][C:12]([N+:15]([O-:17])=[O:16])=[CH:11][C:8]=2[CH:9]=1)[CH2:2][CH2:3][CH3:4]. Reported procedure: 300 mg of 2-(n-butyl)-5-nitro-2,3-dihydrobenzofuran-3-ol were introduced into ethanol in a 50 ml flask, and 1 ml of concentrated sulphuric acid was added. The mixture was then heated to reflux for 4 hours. After cooling, 10 ml of water were added, the ethanol was distilled off, and the mixture was extracted with dichloromethane. Washing of the organic phase with sodium bicarbonate solution, drying over sodium sulphate and removal of the solvent in vacuo resulted in 220 mg (80% of theory) of 2-(n... The reactants are COC(=O)C=1NC2=C(C3=C(C=C2C(C1)=O)C(C=C(N3)C(=O)OC)=O)Cl (Dimethyl-10-chloro-1,4,6,9-tetrahydro-4,6-dioxopyrido[3,2-g]quinoline-2,8-dicarboxylate), [OH-].[Na+] (sodium hydroxide), Cl (hydrochloric acid). Solvent: O (water). Yields the product ClC=1C2=C(C=C3C(C=C(NC13)C(=O)O)=O)C(C=C(N2)C(=O)O)=O (10-chloro-1,4,6,9-tetrahydro-4,6-dioxopyrido[3,2-g]quinoline-2,8-dicarboxylic acid). As a reaction SMILES: C[O:2][C:3]([C:5]1[NH:6][C:7]2[C:12]([C:13](=[O:15])[CH:14]=1)=[CH:11][C:10]1[C:16](=[O:24])[CH:17]=[C:18]([C:20]([O:22]C)=[O:21])[NH:19][C:9]=1[C:8]=2[Cl:25])=[O:4].[OH-].[Na+].Cl>O>[Cl:25][C:8]1[C:7]2[NH:6][C:5]([C:3]([OH:4])=[O:2])=[CH:14][C:13](=[O:15])[C:12]=2[CH:11]=[C:10]2[C:9]=1[NH:19][C:18]([C:20]([OH:22])=[O:21])=[CH:17][C:16]2=[O:24] |f:1.2|. Procedure details: 1.05 g. of the diester compound prepared in Example 6 is heated at reflux for 1 hour in 20 ml. of 5% sodium hydroxide. The mixture is cooled, 10 ml. of water added, and the pH adjusted to 3 with concentrated hydrochloric acid. The bright yellow diacid is collected by filtration. It has a melting point greater than 310° C.